This data is from the Open Reaction Database (ORD), a public repository of structured organic reaction records. The task is: describe an organic reaction: reactants, conditions, products, and yield The reactants are OC(C1=CC=CC(=N1)C(=O)OC)C1=C(NC2=CC(=CC=C12)OC)C1=CSC(=C1)C (methyl 6-{hydroxy-[6-methoxy-2-(5-methylthiophen-3-yl)-1H-indol-3-yl]methyl}pyridine-2-carboxylate), C(C)(=O)O (acetic acid). Solvent: C(C)(=O)OCC (ethyl acetate), CO (methanol). Conditions: time 8 hour. Product: COC1=CC=C2C(=C(NC2=C1)C1=CSC(=C1)C)CC1=CC=CC(=N1)C(=O)OC (Methyl 6-[6-methoxy-2-(5-methylthiophen-3-yl)-1H-indol-3-ylmethyl]pyridine-2-carboxylate). Isolated yield 79.2%. As a reaction SMILES: O[CH:2]([C:13]1[C:21]2[C:16](=[CH:17][C:18]([O:22][CH3:23])=[CH:19][CH:20]=2)[NH:15][C:14]=1[C:24]1[CH:28]=[C:27]([CH3:29])[S:26][CH:25]=1)[C:3]1[N:8]=[C:7]([C:9]([O:11][CH3:12])=[O:10])[CH:6]=[CH:5][CH:4]=1.C(O)(=O)C>CO.C(OCC)(=O)C>[CH3:23][O:22][C:18]1[CH:17]=[C:16]2[C:21]([C:13]([CH2:2][C:3]3[N:8]=[C:7]([C:9]([O:11][CH3:12])=[O:10])[CH:6]=[CH:5][CH:4]=3)=[C:14]([C:24]3[CH:28]=[C:27]([CH3:29])[S:26][CH:25]=3)[NH:15]2)=[CH:20][CH:19]=1. Procedure: To a solution of methyl 6-{hydroxy-[6-methoxy-2-(5-methylthiophen-3-yl)-1H-indol-3-yl]methyl}pyridine-2-carboxylate (335 mg) and a boran-2-picoline complex (92.1 mg) in methanol (1.7 mL) was added acetic acid (1.7 mL), and this mixture was stirred at room temperature for 8 hours. The reaction mixture was diluted with ethyl acetate, washed with 5% aqueous sodium hydrogen carbonate solution and saturated brine successively, dried over anhydrous magnesium sulfate, and then concentrated under reduce... Reactants: O=C(O)CCc1ccc(Br)nc1, C1CCNCC1, CN(C)C=O. Yields the product O=C(CCc1ccc(Br)nc1)N1CCCCC1. As a reaction SMILES: [Br:1][c:2]1[cH:3][cH:4][c:5]([CH2:8][CH2:9][C:10](=[O:11])[OH:12])[cH:6][n:7]1.[CH2:13]1[CH2:14][CH2:15][NH:16][CH2:17][CH2:18]1.[O:19]=[CH:20][N:21]([CH3:22])[CH3:23]>>[Br:1][c:2]1[cH:3][cH:4][c:5]([CH2:8][CH2:9][C:10](=[O:12])[N:16]2[CH2:15][CH2:14][CH2:13][CH2:18][CH2:17]2)[cH:6][n:7]1.